This data is from the Open Reaction Database (ORD), a public repository of structured organic reaction records. The task is: describe an organic reaction: reactants, conditions, products, and yield The reactants are BrCc1ccccc1, O=C([O-])[O-], [K+], [K+], CN(C)C=O, O, O=Cc1ccc([N+](=O)[O-])c(O)c1. Product: O=Cc1ccc([N+](=O)[O-])c(OCc2ccccc2)c1. RXN SMILES: [Br:19][CH2:20][c:21]1[cH:22][cH:23][cH:24][cH:25][cH:26]1.[C:13](=[O:14])([O-:15])[O-:16].[K+:17].[K+:18].[O:27]=[CH:28][N:29]([CH3:30])[CH3:31].[OH2:32].[OH:1][c:2]1[cH:3][c:4]([CH:5]=[O:6])[cH:7][cH:8][c:9]1[N+:10](=[O:11])[O-:12]>>[O:1]([c:2]1[cH:3][c:4]([CH:5]=[O:6])[cH:7][cH:8][c:9]1[N+:10](=[O:11])[O-:12])[CH2:20][c:21]1[cH:22][cH:23][cH:24][cH:25][cH:26]1. Starting materials: CCOCC, CI, CCCCCC(O)c1cccc(OCc2cccc(C(=O)OC)c2)c1, [H-], [Na+]. The product is CCCCCC(OC)c1cccc(OCc2cccc(C(=O)OC)c2)c1. As a reaction SMILES: [CH2:30]([O:31][CH2:32][CH3:33])[CH3:34].[CH3:28][I:29].[CH3:3][O:4][C:5]([c:6]1[cH:7][c:8]([CH2:12][O:13][c:14]2[cH:15][c:16]([CH:20]([CH2:21][CH2:22][CH2:23][CH2:24][CH3:25])[OH:26])[cH:17][cH:18][cH:19]2)[cH:9][cH:10][cH:11]1)=[O:27].[H-:1].[Na+:2]>>[CH3:3][O:4][C:5]([c:6]1[cH:7][c:8]([CH2:12][O:13][c:14]2[cH:15][c:16]([CH:20]([CH2:21][CH2:22][CH2:23][CH2:24][CH3:25])[O:26][CH3:28])[cH:17][cH:18][cH:19]2)[cH:9][cH:10][cH:11]1)=[O:27]. Reactants: C/C(=C\C=C\C=C(/C)\C=C\C=C(/C)\C=C=C1[C@](C[C@H](CC1(C)C)O)(C)O)/C=C/C=C(\C)/C=C/[C@]23[C@](O2)(C[C@H](CC3(C)C)O)C (neoxanthin), C/C(=C\C=C\C=C(\C=C\C=C(\C=C\[C@@]12O[C@@]1(C[C@H](CC2(C)C)O)C)/C)/C)/C=C/C=C(/C=C/[C@@]34O[C@@]3(C[C@H](CC4(C)C)O)C)\C (violaxanthin). The product is CC1=C(C(CCC1)(C)C)/C=C/C(=C/C=C/C(=C/C=C/C=C(/C=C/C=C(/C=C/C2=C(CCCC2(C)C)C)\C)\C)/C)/C (β-carotene). Reaction SMILES: [CH3:1]/[C:2](/[CH:27]=[CH:28]/[CH:29]=[C:30](/[CH:32]=[CH:33]/[C@:34]12[C:40]([CH3:42])([CH3:41])[CH2:39][C@H:38](O)[CH2:37][C@@:35]1([CH3:44])O2)\[CH3:31])=[CH:3]\[CH:4]=[CH:5]\[CH:6]=[C:7](\[CH:9]=[CH:10]\[CH:11]=[C:12](\[CH:14]=[C:15]=[C:16]1[C:21]([CH3:23])([CH3:22])[CH2:20][C@H:19](O)[CH2:18][C@:17]1(O)[CH3:25])/[CH3:13])/[CH3:8].C/C(/C=C/C=C(\C)/C=C/[C@]12C(C)(C)C[C@H](O)C[C@@]1(C)O2)=C\C=C\C=C(/C)\C=C\C=C(/C)\C=C\[C@]12C(C)(C)C[C@H](O)C[C@@]1(C)O2>>[CH3:44][C:35]1[CH2:37][CH2:38][CH2:39][C:40]([CH3:41])([CH3:42])[C:34]=1/[CH:33]=[CH:32]/[C:30](/[CH3:31])=[CH:29]/[CH:28]=[CH:27]/[C:2](/[CH3:1])=[CH:3]/[CH:4]=[CH:5]/[CH:6]=[C:7](\[CH3:8])/[CH:9]=[CH:10]/[CH:11]=[C:12](\[CH3:13])/[CH:14]=[CH:15]/[C:16]1[C:21]([CH3:23])([CH3:22])[CH2:20][CH2:19][CH2:18][C:17]=1[CH3:25]. Procedure: The Tagetes erecta-flower petals according to claim 8 that further exhibit at least one of a neoxanthin plus violaxanthin ratio of about 1:5 to about 1:1, a β-carotene ratio of about 0.05 to about 0.9 for flower petals and about one for leaves, an α-cryptoxanthin ratio of about 0.25 to about 0.9, a phytoene ratio of about 0.3 to about 1 or a phytofluene ratio of about 0.2 to about 1. Starting materials: CC(=O)OO, CCCCOC(C)=O, Cc1cccc(C)[n+]1[O-], COc1ccc2cc(C(C)C=O)ccc2c1, CCOC(C)=O. The product is COc1ccc2cc(C(C)C(=O)O)ccc2c1. RXN SMILES: [C:26]([O:27][OH:28])(=[O:29])[CH3:30].[C:31]([O:32][CH2:33][CH2:34][CH2:35][CH3:36])(=[O:37])[CH3:38].[CH3:17][c:18]1[cH:19][cH:20][cH:21][c:22]([CH3:23])[n+:24]1[O-:25].[CH3:1][O:2][c:3]1[cH:4][c:5]2[cH:6][cH:7][c:8]([CH:13]([CH:14]=[O:15])[CH3:16])[cH:9][c:10]2[cH:11][cH:12]1.[CH3:39][CH2:40][O:41][C:42](=[O:43])[CH3:44]>>[CH3:1][O:2][c:3]1[cH:4][c:5]2[cH:6][cH:7][c:8]([CH:13]([C:14]([OH:15])=[O:25])[CH3:16])[cH:9][c:10]2[cH:11][cH:12]1. Starting materials: NC1=CC=CC=C1 (Aniline), NC1=CC=CC=C1 (aniline), C(Cl)(Cl)Cl.CO (CHCl3 CH3OH), ClC1=C2C(=NC=C1)N(C=N2)[C@H]2[C@H](O)[C@H](O)[C@H](O2)CO (7-chloro-3-β-D-ribofuranosyl-3H-imidazo[4,5-b]pyridine), NC1=CC=CC=C1 (aniline). The solvent is O (water). Run at temperature 100 celsius, time 2 day. Yields the product N1=CNC2=NC=CC=C21 (3H-imidazo[4,5-b]pyridine). Reaction SMILES: NC1C=CC=CC=1.Cl[C:9]1[CH:14]=[CH:13][N:12]=[C:11]2[N:15]([C@@H]3O[C@H](CO)[C@@H](O)[C@H]3O)[CH:16]=[N:17][C:10]=12.C(Cl)(Cl)Cl.CO>O>[N:17]1[C:10]2[C:11](=[N:12][CH:13]=[CH:14][CH:9]=2)[NH:15][CH:16]=1 |f:2.3|. Procedure: Aniline (1.6 g, 17.5 mMol) and 1.0 g (3.5 mMol) 7-chloro-3-β-D-ribofuranosyl-3H-imidazo[4,5-b]pyridine were suspended in 100 mL water and heated at 100° C. oil bath for two days. The oil bath temperature was raised to 130° C. and the reaction was continued for two days, when 2 equivalents of aniline were added. On the tenth day of heating, 5 equivalents of aniline were added and the reaction continued for six hours more. The mixture was concentrated in vacuo to give a dark oil. Chromatography tw... The reactants are CN(C)C=O, COC(=O)CCC(CCCCNS(=O)(=O)c1ccc(Cl)cc1)CCOS(C)(=O)=O, O, c1c[nH]cn1. Yields the product COC(=O)CCC(CCCCNS(=O)(=O)c1ccc(Cl)cc1)CCn1ccnc1. Reaction SMILES: [CH3:36][N:37]([CH3:38])[CH:39]=[O:40].[Cl:1][c:2]1[cH:3][cH:4][c:5]([S:8](=[O:9])(=[O:10])[NH:11][CH2:12][CH2:13][CH2:14][CH2:15][CH:16]([CH2:17][CH2:18][C:19](=[O:20])[O:21][CH3:22])[CH2:23][CH2:24][O:25][S:26]([CH3:27])(=[O:28])=[O:29])[cH:6][cH:7]1.[OH2:35].[nH:30]1[cH:31][n:32][cH:33][cH:34]1>>[Cl:1][c:2]1[cH:3][cH:4][c:5]([S:8](=[O:9])(=[O:10])[NH:11][CH2:12][CH2:13][CH2:14][CH2:15][CH:16]([CH2:17][CH2:18][C:19](=[O:20])[O:21][CH3:22])[CH2:23][CH2:24][n:30]2[cH:31][n:32][cH:33][cH:34]2)[cH:6][cH:7]1. The reactants are NC1=NNC=C1 (3-aminopyrazole), O=C(CC(=O)OC)CCCC (methyl 3-oxoheptanoate). Run in C1(=CC=CC=C1)C (toluene). Run at temperature 100 celsius. Product: C(CCC)C1=NC=2N(C(=C1)O)N=CC2 (5-n-butyl-7-hydroxypyrazolo[1,5-a]pyrimidine). Yield: 80.1%. As a reaction SMILES: [NH2:1][C:2]1[CH:6]=[CH:5][NH:4][N:3]=1.O=[C:8]([CH2:14][CH2:15][CH2:16][CH3:17])[CH2:9][C:10](OC)=[O:11]>C1(C)C=CC=CC=1>[CH2:14]([C:8]1[CH:9]=[C:10]([OH:11])[N:3]2[N:4]=[CH:5][CH:6]=[C:2]2[N:1]=1)[CH2:15][CH2:16][CH3:17]. Procedure: A solution of 100 g of 3-aminopyrazole and 190 g of methyl 3-oxoheptanoate in 120 ml of toluene was refluxed with heating at 100° C. for 3 hours and then cooled. Toluene was distilled off under reduced pressure and diethyl ether was added to the residue. The crystals precipitated were collected and washed with diethyl ether and acetonitrile to provide 184 g of 5-n-butyl-7-hydroxypyrazolo[1,5-a]pyrimidine as colorless crystals.